describe an organic reaction: reactants, conditions, products, and yield From a dataset of the Open Reaction Database (ORD), a public repository of structured organic reaction records. Reactants: CC(=O)Cl, CCOC(C)=O, C1CCOC1, CCN(C(C)C)C(C)C, N#Cc1ccnc(N)c1, O. Yields the product CC(=O)Nc1cc(C#N)ccn1. Reaction SMILES: [C:19]([CH3:20])(=[O:21])[Cl:22].[CH2:24]([O:25][C:26](=[O:27])[CH3:28])[CH3:29].[CH2:30]1[O:31][CH2:32][CH2:33][CH2:34]1.[CH:10]([N:11]([CH2:12][CH3:13])[CH:14]([CH3:15])[CH3:16])([CH3:17])[CH3:18].[NH2:1][c:2]1[cH:3][c:4]([C:5]#[N:6])[cH:7][cH:8][n:9]1.[OH2:23]>>[NH:1]([c:2]1[cH:3][c:4]([C:5]#[N:6])[cH:7][cH:8][n:9]1)[C:19]([CH3:20])=[O:21]. The reactants are C(C1=CC=CC=C1)N (benzylamine), O1CC1CCCCCCCCCCCCCCCC (1,2-epoxyoctadecane). Run at temperature 100 celsius, time 12 hour. Product: NCC(CCCCCCCCCCCCCCCC)O (1-amino-2-octadecanol). Yield: 83.1%. As a reaction SMILES: C([NH2:8])C1C=CC=CC=1.[O:9]1[CH:11]([CH2:12][CH2:13][CH2:14][CH2:15][CH2:16][CH2:17][CH2:18][CH2:19][CH2:20][CH2:21][CH2:22][CH2:23][CH2:24][CH2:25][CH2:26][CH3:27])[CH2:10]1>>[NH2:8][CH2:10][CH:11]([OH:9])[CH2:12][CH2:13][CH2:14][CH2:15][CH2:16][CH2:17][CH2:18][CH2:19][CH2:20][CH2:21][CH2:22][CH2:23][CH2:24][CH2:25][CH2:26][CH3:27]. Reported procedure: A 500-ml flask equipped with a stirrer was charged with 160 g (1.5 mol) of benzylamine, to which 29 g (0.11 mol) of 1,2-epoxyoctadecane were added dropwise over 3 hours while stirring at 100° C. Stirring was conducted further for 12 hours at 100° C. Benzyl alcohol was distilled off under reduced pressure, and the residue was charged into a 500-ml autoclave, to which 300 ml of ethanol and 10 g of 5% Pd/C were added to conduct hydrogenolysis for 48 hours at room temperature under a hydrogen pressu... Reactants: CC(C)NC(=O)C1OC1c1ccccc1, CC#N, Oc1ccc(Cl)cc1, [H-], [Na+], C1COCCOCCOCCOCCOCCO1. Product: CC(C)NC(=O)C(O)C(Oc1ccc(Cl)cc1)c1ccccc1. RXN SMILES: [CH3:1][CH:2]([CH3:3])[NH:4][C:5](=[O:6])[CH:7]1[O:8][CH:9]1[c:10]1[cH:11][cH:12][cH:13][cH:14][cH:15]1.[CH3:44][C:45]#[N:46].[Cl:16][c:17]1[cH:18][cH:19][c:20]([OH:23])[cH:21][cH:22]1.[H-:24].[Na+:25].[O:26]1[CH2:27][CH2:28][O:29][CH2:30][CH2:31][O:32][CH2:33][CH2:34][O:35][CH2:36][CH2:37][O:38][CH2:39][CH2:40][O:41][CH2:42][CH2:43]1>>[CH3:1][CH:2]([CH3:3])[NH:4][C:5](=[O:6])[CH:7]([OH:8])[CH:9]([c:10]1[cH:11][cH:12][cH:13][cH:14][cH:15]1)[O:23][c:20]1[cH:19][cH:18][c:17]([Cl:16])[cH:22][cH:21]1. Starting materials: CI, O=c1[nH]c2ccc(F)cc2c(=O)o1, [H-], [Na+], CN(C)C=O, O. The product is Cn1c(=O)oc(=O)c2cc(F)ccc21. RXN SMILES: [CH3:16][I:17].[F:1][c:2]1[cH:3][c:4]2[c:5]([nH:6][c:7](=[O:11])[o:8][c:9]2=[O:10])[cH:12][cH:13]1.[H-:15].[Na+:14].[O:19]=[CH:20][N:21]([CH3:22])[CH3:23].[OH2:18]>>[F:1][c:2]1[cH:3][c:4]2[c:5]([n:6]([CH3:16])[c:7](=[O:11])[o:8][c:9]2=[O:10])[cH:12][cH:13]1. Starting materials: [BH4-], O=Cc1cnc2ccc(Br)cn12, C1COCCN1, CC(=O)O, Cc1ccccc1, [Na+]. The product is Brc1ccc2ncc(CN3CCOCC3)n2c1. RXN SMILES: [BH4-:23].[Br:1][c:2]1[cH:3][cH:4][c:5]2[n:6]([cH:7]1)[c:8]([CH:11]=[O:12])[cH:9][n:10]2.[CH2:13]1[CH2:14][O:15][CH2:16][CH2:17][NH:18]1.[CH3:19][C:20](=[O:21])[OH:22].[CH3:25][c:26]1[cH:27][cH:28][cH:29][cH:30][cH:31]1.[Na+:24]>>[Br:1][c:2]1[cH:3][cH:4][c:5]2[n:6]([cH:7]1)[c:8]([CH2:11][N:18]1[CH2:13][CH2:14][O:15][CH2:16][CH2:17]1)[cH:9][n:10]2. Reaction SMILES: C([Li])CCC.[CH2:6]([C@H:13]1[CH2:17][O:16][C:15](=[O:18])[NH:14]1)[C:7]1[CH:12]=[CH:11][CH:10]=[CH:9][CH:8]=1.[CH3:19][C:20]1[CH:30]=[CH:29][C:23]([O:24][CH2:25][C:26](Cl)=[O:27])=[CH:22][CH:21]=1>CCCCCC.O1CCCC1>[CH2:6]([C@H:13]1[CH2:17][O:16][C:15](=[O:18])[N:14]1[C:26](=[O:27])[CH2:25][O:24][C:23]1[CH:29]=[CH:30][C:20]([CH3:19])=[CH:21][CH:22]=1)[C:7]1[CH:8]=[CH:9][CH:10]=[CH:11][CH:12]=1. Procedure details: Oxalyl chloride (8.83 ml) and N,N-dimethylformamide (3 drops) were added at room temperature to a solution of 4-methylphenoxyacetic acid (6.73 g) in dichloromethane (70 ml), and the reaction mixture was stirred for 1.5 hours. The reaction solution was concentrated under reduced pressure, then the resulting acidic gas was removed as the toluene azeotrope, and the product was dried under reduced pressure to give 4-methylphenoxyacetyl chloride. A 1.61N solution of n-butyl lithium in hexane (25.2 ml... Reactants: CC1=CC=C(OCC(=O)Cl)C=C1 (4-methylphenoxyacetyl chloride), solution, C(CCC)[Li] (n-butyl lithium), C(C1=CC=CC=C1)[C@@H]1NC(OC1)=O ((S)-4-benzyl-2-oxazolidinone). Yields the product C(C1=CC=CC=C1)[C@@H]1N(C(OC1)=O)C(COC1=CC=C(C=C1)C)=O ((S)-4-Benzyl-3-[(4-methylphenoxy)acetyl]oxazolidin-2-one). Run in O1CCCC1 (tetrahydrofuran), CCCCCC (hexane), O1CCCC1 (tetrahydrofuran). Run at temperature -78 celsius, time 30 minute. Starting materials: ClC1=CC=C(C=C1)C1C(N=C(N1)C1=C(C=C(C=C1)OC)OCC)C1CCCCC1 (5-(4-Chloro-phenyl)-4-cyclohexyl-2-(2-ethoxy-4-methoxy-phenyl)-4,5-dihydro-1H-imidazole), ClC1=CC=C(C=C1)C1C(N=C(N1C(=O)N1CCN(CC1)C)C1=C(C=C(C=C1)OC)OCC)CC1CCCC1 ([5-(4-chloro-phenyl)-4-cyclopentylmethyl-2-(2-ethoxy-4-methoxy-phenyl)-4,5-dihydro-imidazol-1-yl]-(4-methyl-piperazin-1-yl)-methanone). Product: ClC1=CC=C(C=C1)C1C(N=C(N1C(=O)N1CCN(CC1)C)C1=C(C=C(C=C1)OC)OCC)C1CCCCC1 ([5-(4-Chloro-phenyl)-4-cyclohexyl-2-(2-ethoxy-4-methoxy-phenyl)-4,5-dihydro-imidazol-1-yl]-(4-methyl-piperazin-1-yl)-methanone). Reaction SMILES: ClC1C=CC(C2NC(C3C=CC(OC)=CC=3OCC)=NC2C2CCCCC2)=CC=1.[Cl:30][C:31]1[CH:36]=[CH:35][C:34]([CH:37]2[N:41]([C:42]([N:44]3[CH2:49][CH2:48][N:47]([CH3:50])[CH2:46][CH2:45]3)=[O:43])[C:40]([C:51]3[CH:56]=[CH:55][C:54]([O:57][CH3:58])=[CH:53][C:52]=3[O:59][CH2:60][CH3:61])=[N:39][CH:38]2[CH2:62][CH:63]2[CH2:67][CH2:66][CH2:65][CH2:64]2)=[CH:33][CH:32]=1>>[Cl:30][C:31]1[CH:36]=[CH:35][C:34]([CH:37]2[N:41]([C:42]([N:44]3[CH2:49][CH2:48][N:47]([CH3:50])[CH2:46][CH2:45]3)=[O:43])[C:40]([C:51]3[CH:56]=[CH:55][C:54]([O:57][CH3:58])=[CH:53][C:52]=3[O:59][CH2:60][CH3:61])=[N:39][CH:38]2[CH:62]2[CH2:64][CH2:65][CH2:66][CH2:67][CH2:63]2)=[CH:33][CH:32]=1. Procedure: [5-(4-Chloro-phenyl)-4-cyclohexyl-2-(2-ethoxy-4-methoxy-phenyl)-4,5-dihydro-imidazol-1-yl]-(4-methyl-piperazin-1-yl)-methanone was prepared from 5-(4-chloro-phenyl)-4-cyclohexyl-2-(2-ethoxy-4-methoxy-phenyl)-4,5-dihydro-1H-imidazole (Example 11) in an analogous manner as described for the preparation of [5-(4-chloro-phenyl)-4-cyclopentylmethyl-2-(2-ethoxy-4-methoxy-phenyl)-4,5-dihydro-imidazol-1-yl]-(4-methyl-piperazin-1-yl)-methanone (Example 24). HR-MS (ES, m/z) observed 539.2790, calculated f... Product: C(C1=CC=CC=C1)NS(=O)(=O)C1=CC=C(C=C1)C1=C(C(=CC2=CC=C(C=C12)Cl)CC(=O)O)C ([4-(4-benzylsulfamoyl-phenyl)-6-chloro-3-methyl-naphthalen-2-yl]-acetic acid). Procedure: Lithium hydroxide monohydrate (0.031 g, 0.70 mmol) was added to a solution of [4-(4-benzylsulfamoyl-phenyl)-6-chloro-3-methyl-naphthalen-2-yl]-acetic acid methyl ester (0.090 g, 0.18 mmol) in a 3:1 mixture of THF—H2O mixture (12 mL). The reaction mixture was stirred for 16 hours at room temperature. The reaction mixture was concentrated to remove the THF, and the crude material was diluted with water, acidified [pH˜2] with a 6 N aqueous solution of hydrochloric acid. The mixture was extracted tw... RXN SMILES: O.[OH-].[Li+].C[O:5][C:6](=[O:37])[CH2:7][C:8]1[C:17]([CH3:18])=[C:16]([C:19]2[CH:24]=[CH:23][C:22]([S:25](=[O:35])(=[O:34])[NH:26][CH2:27][C:28]3[CH:33]=[CH:32][CH:31]=[CH:30][CH:29]=3)=[CH:21][CH:20]=2)[C:15]2[C:10](=[CH:11][CH:12]=[C:13]([Cl:36])[CH:14]=2)[CH:9]=1.C1COCC1.O>CCCCCC>[CH2:27]([NH:26][S:25]([C:22]1[CH:21]=[CH:20][C:19]([C:16]2[C:15]3[C:10](=[CH:11][CH:12]=[C:13]([Cl:36])[CH:14]=3)[CH:9]=[C:8]([CH2:7][C:6]([OH:37])=[O:5])[C:17]=2[CH3:18])=[CH:24][CH:23]=1)(=[O:35])=[O:34])[C:28]1[CH:33]=[CH:32][CH:31]=[CH:30][CH:29]=1 |f:0.1.2,4.5|. The reactants are O.[OH-].[Li+] (Lithium hydroxide monohydrate), COC(CC1=CC2=CC=C(C=C2C(=C1C)C1=CC=C(C=C1)S(NCC1=CC=CC=C1)(=O)=O)Cl)=O ([4-(4-benzylsulfamoyl-phenyl)-6-chloro-3-methyl-naphthalen-2-yl]-acetic acid methyl ester), C1CCOC1.O (THF H2O). Run at time 16 hour. Run in CCCCCC (hexane). Isolated yield 92.6%. Starting materials: IC[C@H]1C[C@@H](CO1)O (trans-(+/-)-Tetrahydro-5-(iodomethyl)-3-furanol), C(C)N (ethylamine). The product is C(C)NC[C@H]1C[C@@H](CO1)O (trans-(+/-)-5-[(Ethylamino)methyl]tetrahydro-3-furanol). RXN SMILES: I[CH2:2][C@@H:3]1[O:7][CH2:6][C@@H:5]([OH:8])[CH2:4]1.[CH2:9]([NH2:11])[CH3:10]>>[CH2:9]([NH:11][CH2:2][C@@H:3]1[O:7][CH2:6][C@@H:5]([OH:8])[CH2:4]1)[CH3:10]. Reported procedure: A solution of 4.0 g of product from Example 121, Isomer B, and 20 ml of 70%aqueous ethylamine is stirred at room temperature, in a pressure bottle, for 60 hours. The reaction is concentrated in vacuo and the residue purified by chromatography (silica gel: 30% methyl alcohol/chloroform) to give 3.2 g of the desired product. Starting materials: BrC1=CC=2C3=C(C=NC2C=C1)N(C(N3C=3C(=NN(C3)C)C)=O)C (8-bromo-1-(1,3-dimethyl-1H-pyrazol-4-yl)-3-methyl-1,3-dihydro-imidazo[4,5-c]quinolin-2-one), BrC1=CC=2C3=C(C=NC2C=C1)N(C(N3C=3C(=NN(C3)C)C)=O)C (8-bromo-1-(1,3-dimethyl-1H-pyrazol-4-yl)-3-methyl-1,3-dihydro-imidazo[4,5-c]quinolin-2-one), B1(OC(C(O1)(C)C)(C)C)C2=CN=C(C=C2)N3CCN(CC3)C(=O)OC(C)(C)C (2-(4-boc-piperazine)pyridine-5-boronic acid pinacol ester). Yields the product CN1N=C(C(=C1)N1C(N(C=2C=NC=3C=CC(=CC3C21)C=2C=NC(=CC2)N2CCNCC2)C)=O)C (1-(1,3-Dimethyl-1H-pyrazol-4-yl)-3-methyl-8-(6-piperazin-1-yl-pyridin-3-yl)-1,3-dihydro-imidazo[4,5-c]quinolin-2-one). Reaction SMILES: Br[C:2]1[CH:11]=[CH:10][C:9]2[N:8]=[CH:7][C:6]3[N:12]([CH3:23])[C:13](=[O:22])[N:14]([C:15]4[C:16]([CH3:21])=[N:17][N:18]([CH3:20])[CH:19]=4)[C:5]=3[C:4]=2[CH:3]=1.B1([C:33]2[CH:38]=[CH:37][C:36]([N:39]3[CH2:44][CH2:43][N:42](C(OC(C)(C)C)=O)[CH2:41][CH2:40]3)=[N:35][CH:34]=2)OC(C)(C)C(C)(C)O1>>[CH3:20][N:18]1[CH:19]=[C:15]([N:14]2[C:5]3[C:4]4[CH:3]=[C:2]([C:33]5[CH:34]=[N:35][C:36]([N:39]6[CH2:40][CH2:41][NH:42][CH2:43][CH2:44]6)=[CH:37][CH:38]=5)[CH:11]=[CH:10][C:9]=4[N:8]=[CH:7][C:6]=3[N:12]([CH3:23])[C:13]2=[O:22])[C:16]([CH3:21])=[N:17]1. Procedure: The title compound was synthesized in a similar manner as described for Example 118.1 using 8-bromo-1-(1,3-dimethyl-1H-pyrazol-4-yl)-3-methyl-1,3-dihydro-imidazo[4,5-c]quinolin-2-one (Intermediate A) and 2-(4-boc-piperazine)pyridine-5-boronic acid pinacol ester (Combi-Blocks, San Diego, USA) to give the title compound as a white solid. (HPLC: tR 1.97 min (Method A); M+H=455 MS-ES; 1H-NMR (d6-DMSO, 400 MHz) 8.91 (s, 1H), 8.30-8.25 (m, 1H), 8.14-8.11 (m, 1H), 8.07-8.01 (m, 1H), 7.90-7.84 (m, 1H), ...